From a dataset of the Open Reaction Database (ORD), a public repository of structured organic reaction records. describe an organic reaction: reactants, conditions, products, and yield Starting materials: NC1=C2C=3C(=NN(C3C=C1)CCN(CC)CC)C1=C(S2)C=CC=C1 (5-amino-N,N-diethyl-2H[1]benzothiopyrano[4,3,2-cd]indazole-2-ethanamine), ClCCN1C(OCC1)=O (3-(2-chloroethyl)-2-oxazolidinone). Solvent: C(Cl)(Cl)Cl (CHCl3). Run at temperature 150 celsius, time 2 hour. Yields the product C(C)N(CCN1N=C2C=3C(=C(C=CC13)NCCN1C(OCC1)=O)SC1=C2C=CC=C1)CC (3-[2-[[2-[2-(Diethylamino)ethyl]-2H[1]benzothiopyrano-[4,3,2-cd]indazol-5-yl]amino]ethyl]-2-oxazolidinone). Reaction SMILES: [NH2:1][C:2]1[CH:10]=[CH:9][C:8]2[N:7]([CH2:11][CH2:12][N:13]([CH2:16][CH3:17])[CH2:14][CH3:15])[N:6]=[C:5]3[C:18]4[CH:24]=[CH:23][CH:22]=[CH:21][C:19]=4[S:20][C:3]=1[C:4]=23.Cl[CH2:26][CH2:27][N:28]1[CH2:32][CH2:31][O:30][C:29]1=[O:33]>C(Cl)(Cl)Cl>[CH2:14]([N:13]([CH2:16][CH3:17])[CH2:12][CH2:11][N:7]1[C:8]2[CH:9]=[CH:10][C:2]([NH:1][CH2:26][CH2:27][N:28]3[CH2:32][CH2:31][O:30][C:29]3=[O:33])=[C:3]3[S:20][C:19]4[CH:21]=[CH:22][CH:23]=[CH:24][C:18]=4[C:5]([C:4]=23)=[N:6]1)[CH3:15]. Procedure: A mixture of 5.8 g 0.017 mol) of 5-amino-N,N-diethyl-2H[1]benzothiopyrano[4,3,2-cd]indazole-2-ethanamine and 5.1 g (0.034 mol) of 3-(2-chloroethyl)-2-oxazolidinone was stirred at 150° C. for two hours, dissolved in 100 ml of CHCl3 and washed twice with 2N NaOH. The solution was dried (MgSO4) and concentrated in vacuo to dryness. The residue was flash chromatographed over silica gel, eluting with a CHCl3 /MeOH (4/1) mixture. The appropriate fractions were combined and concentrated to dryness in v...